This data is from the Open Reaction Database (ORD), a public repository of structured organic reaction records. The task is: describe an organic reaction: reactants, conditions, products, and yield Starting materials: CN(CCCCO)C (4-dimethylaminobutan-1-ol), C1(=CC=CC=C1)P(C1=CC=CC=C1)C1=CC=CC=C1 (triphenylphosphine), Br (HBr). Solvent: C1=CC=CC=C1 (benzene). Reaction conditions: temperature 155 celsius. Product: [Br-].CN(CCCC[P+](C1=CC=CC=C1)(C1=CC=CC=C1)C1=CC=CC=C1)C (4-(Dimethylamino) butyltriphenylphosphonium bromide). The yield is 51.0%. RXN SMILES: [CH3:1][N:2]([CH3:8])[CH2:3][CH2:4][CH2:5][CH2:6]O.[C:9]1([P:15]([C:22]2[CH:27]=[CH:26][CH:25]=[CH:24][CH:23]=2)[C:16]2[CH:21]=[CH:20][CH:19]=[CH:18][CH:17]=2)[CH:14]=[CH:13][CH:12]=[CH:11][CH:10]=1.[BrH:28]>C1C=CC=CC=1>[Br-:28].[CH3:1][N:2]([CH3:8])[CH2:3][CH2:4][CH2:5][CH2:6][P+:15]([C:16]1[CH:17]=[CH:18][CH:19]=[CH:20][CH:21]=1)([C:22]1[CH:27]=[CH:26][CH:25]=[CH:24][CH:23]=1)[C:9]1[CH:10]=[CH:11][CH:12]=[CH:13][CH:14]=1 |f:4.5|. Procedure: Into a solution of 4-dimethylaminobutan-1-ol (2.95g, 25 mmol) and triphenylphosphine (6.55 g, 25 mmol) in benzene (20 ml) was bubbled anhydrous HBr at a moderate rate for about 10 minutes with ice bath cooling. The nearly solid white mass was removed from the cooling bath and heated to about 155° C. for about five hours (benzene distilled off at about 80° C.). After cooling to ambient temperature, water was added to the solid mass and the mixture was filtered to remove insoluble material. The ac...